This data is from the Open Reaction Database (ORD), a public repository of structured organic reaction records. The task is: describe an organic reaction: reactants, conditions, products, and yield Reactants: CCCCc1c(CCCC(=O)OCC)c(C)nc2c(-c3c(C)cc(C)cc3C)c(C)nn12, CC(C)C[AlH]CC(C)C, CCOC(C)=O, CCCCCC, C1CCOC1, O. The product is CCCCc1c(CCCCO)c(C)nc2c(-c3c(C)cc(C)cc3C)c(C)nn12. RXN SMILES: [CH2:10]([CH2:11][CH2:12][CH3:13])[c:14]1[c:15]([CH2:34][CH2:35][CH2:36][C:37](=[O:38])[O:39][CH2:40][CH3:41])[c:16]([CH3:33])[n:17][c:18]2[n:19]1[n:20][c:21]([CH3:32])[c:22]2-[c:23]1[c:24]([CH3:31])[cH:25][c:26]([CH3:30])[cH:27][c:28]1[CH3:29].[CH3:1][CH:2]([CH2:3][AlH:4][CH2:5][CH:6]([CH3:7])[CH3:8])[CH3:9].[CH3:42][CH2:43][O:44][C:45](=[O:46])[CH3:47].[CH3:49][CH2:50][CH2:51][CH2:52][CH2:53][CH3:54].[O:55]1[CH2:56][CH2:57][CH2:58][CH2:59]1.[OH2:48]>>[CH2:10]([CH2:11][CH2:12][CH3:13])[c:14]1[c:15]([CH2:34][CH2:35][CH2:36][CH2:37][OH:38])[c:16]([CH3:33])[n:17][c:18]2[n:19]1[n:20][c:21]([CH3:32])[c:22]2-[c:23]1[c:24]([CH3:31])[cH:25][c:26]([CH3:30])[cH:27][c:28]1[CH3:29]. The reactants are CCOC(=O)c1cn(CC)c2c(F)c(Br)c(F)cc2c1=O, COc1ccc(Br)cc1Cl, [Li]C(C)(C)C, [Cl-], [Cl-], [Zn+2], c1ccc(P(c2ccccc2)(c2ccccc2)[Pd](P(c2ccccc2)(c2ccccc2)c2ccccc2)(P(c2ccccc2)(c2ccccc2)c2ccccc2)P(c2ccccc2)(c2ccccc2)c2ccccc2)cc1. Yields the product CCOC(=O)c1cn(CC)c2c(F)c(-c3ccc(OC)c(Cl)c3)c(F)cc2c1=O. RXN SMILES: [Br:16][c:17]1[c:18]([F:36])[cH:19][c:20]2[c:21](=[O:35])[c:22]([C:30](=[O:31])[O:32][CH2:33][CH3:34])[cH:23][n:24]([CH2:28][CH3:29])[c:25]2[c:26]1[F:27].[Br:1][c:2]1[cH:3][c:4]([Cl:10])[c:5]([O:8][CH3:9])[cH:6][cH:7]1.[C:11]([Li:12])([CH3:13])([CH3:14])[CH3:15].[Cl-:37].[Cl-:39].[Zn+2:38].[cH:40]1[cH:41][cH:42][c:43]([P:44]([Pd:45]([P:46]([c:47]2[cH:48][cH:49][cH:50][cH:51][cH:52]2)([c:53]2[cH:54][cH:55][cH:56][cH:57][cH:58]2)[c:59]2[cH:60][cH:61][cH:62][cH:63][cH:64]2)([P:65]([c:66]2[cH:67][cH:68][cH:69][cH:70][cH:71]2)([c:72]2[cH:73][cH:74][cH:75][cH:76][cH:77]2)[c:78]2[cH:79][cH:80][cH:81][cH:82][cH:83]2)[P:84]([c:85]2[cH:86][cH:87][cH:88][cH:89][cH:90]2)([c:91]2[cH:92][cH:93][cH:94][cH:95][cH:96]2)[c:97]2[cH:98][cH:99][cH:100][cH:101][cH:102]2)([c:103]2[cH:104][cH:105][cH:106][cH:107][cH:108]2)[c:109]2[cH:110][cH:111][cH:112][cH:113][cH:114]2)[cH:115][cH:116]1>>[c:2]1(-[c:17]2[c:18]([F:36])[cH:19][c:20]3[c:21](=[O:35])[c:22]([C:30](=[O:31])[O:32][CH2:33][CH3:34])[cH:23][n:24]([CH2:28][CH3:29])[c:25]3[c:26]2[F:27])[cH:3][c:4]([Cl:10])[c:5]([O:8][CH3:9])[cH:6][cH:7]1. Starting materials: COC=1C=C2C=CC(=CC2=CC1)CC(=O)N (6-methoxy-2-naphthylacetamide), FC1=C(C=O)C=CC=C1 (2-fluorobenzaldehyde). The product is FC1=C(C=CC=C1)C1NC(CC2=CC=C3C(=C12)C=CC(=C3)OC)=O (1-(2'-Fluorophenyl)-8-methoxy-1,4-dihydro-benz[h]isoquinol-3-one). As a reaction SMILES: [CH3:1][O:2][C:3]1[CH:4]=[C:5]2[C:10](=[CH:11][CH:12]=1)[CH:9]=[C:8]([CH2:13][C:14]([NH2:16])=[O:15])[CH:7]=[CH:6]2.[F:17][C:18]1[CH:25]=[CH:24][CH:23]=[CH:22][C:19]=1[CH:20]=O>>[F:17][C:18]1[CH:25]=[CH:24][CH:23]=[CH:22][C:19]=1[CH:20]1[C:9]2[C:8](=[CH:7][CH:6]=[C:5]3[CH:4]=[C:3]([O:2][CH3:1])[CH:12]=[CH:11][C:10]3=2)[CH2:13][C:14](=[O:15])[NH:16]1. Reported procedure: Prepared from 6-methoxy-2-naphthylacetamide and 2-fluorobenzaldehyde. Starting materials: C(O)([O-])=O.[Na+] (sodium hydrogen carbonate), C(CC)P1(OP(OP(O1)(=O)CCC)(=O)CCC)=O (T3P), C(CC)N1N=CC(=C1)C=1C=C(CCOCCC(=O)O)C=CC1 (3-(3-(1-propyl-1H-pyrazol-4-yl)phenethoxy)propanoic acid), COC(CNC1CCCC1)OC (N-(2,2-dimethoxyethyl)cyclopentanamine). The solvent is C1CCOC1 (THF), C(C)#N (acetonitrile), C(C)N(CC)CC (triethylamine). Run at temperature 22 celsius, time 30 minute. The product is C1(CCCC1)N(C(CCOCCC1=CC(=CC=C1)C=1C=NN(C1)CCC)=O)CC(OC)OC (N-Cyclopentyl-N-(2,2-dimethoxyethyl)-3-(3-(1-propyl-1H-pyrazol-4-yl)phenethoxy)propanamide). As a reaction SMILES: C(P1(=O)OP(CCC)(=O)OP(CCC)(=O)O1)CC.[CH2:19]([N:22]1[CH:26]=[C:25]([C:27]2[CH:28]=[C:29]([CH:38]=[CH:39][CH:40]=2)[CH2:30][CH2:31][O:32][CH2:33][CH2:34][C:35]([OH:37])=O)[CH:24]=[N:23]1)[CH2:20][CH3:21].[CH3:41][O:42][CH:43]([O:51][CH3:52])[CH2:44][NH:45][CH:46]1[CH2:50][CH2:49][CH2:48][CH2:47]1.C(=O)([O-])O.[Na+]>C1COCC1.C(#N)C.C(N(CC)CC)C>[CH:46]1([N:45]([CH2:44][CH:43]([O:51][CH3:52])[O:42][CH3:41])[C:35](=[O:37])[CH2:34][CH2:33][O:32][CH2:31][CH2:30][C:29]2[CH:38]=[CH:39][CH:40]=[C:27]([C:25]3[CH:24]=[N:23][N:22]([CH2:19][CH2:20][CH3:21])[CH:26]=3)[CH:28]=2)[CH2:47][CH2:48][CH2:49][CH2:50]1 |f:3.4|. Procedure: A solution of T3P (0.637 mL, 1.57M) dissolved in THF was added to a stirred solution of 3-(3-(1-propyl-1H-pyrazol-4-yl)phenethoxy)propanoic acid [Example 18, Step ii)] (151 mg), triethylamine (0.906 mL) and N-(2,2-dimethoxyethyl)cyclopentanamine [Preparation 9] (106 mg) in acetonitrile (2 mL) at 22° C. under air. The resulting solution was stirred at 22° C. for 30 min. The reaction mixture was neutralised with saturated sodium hydrogen carbonate and extracted with DCM. The organic was filtered t... The reactants are COC1(C(COCC1)=O)OC (4,4-dimethoxydihydro-2H-pyran-3(4H)-one), [B] (boron), B1(N2CCC[C@H]2C(O1)(C3=CC=CC=C3)C4=CC=CC=C4)C (S-(−)-2-methyl-CBS-oxazaborolidine). Product: COC1([C@@H](COCC1)O)OC ((R)-4,4-dimethoxytetrahydro-2H-pyran-3-ol). As a reaction SMILES: [CH3:1][O:2][C:3]1([O:10][CH3:11])[CH2:8][CH2:7][O:6][CH2:5][C:4]1=[O:9].[B].B1(C)OC(C2C=CC=CC=2)(C2C=CC=CC=2)[C@H]2N1CCC2>>[CH3:1][O:2][C:3]1([O:10][CH3:11])[CH2:8][CH2:7][O:6][CH2:5][C@H:4]1[OH:9]. Reported procedure: reacting 4,4-dimethoxydihydro-2H-pyran-3(4H)-one with a boron reducing agent and S-(−)-2-methyl-CBS-oxazaborolidine, over a period of at least six hours to provide the (R)-4,4-dimethoxytetrahydro-2H-pyran-3-ol in at least 60% enantiomeric excess. The reactants are [BH4-].[Na+] (sodium borohydride), C(CCC)(=O)O (n-butyric acid), Cl.Cl.C(C)NC(CN1CC2=C(CC1)C1=C(OC2=O)C=C(C(=C1)OC)OC)C (3-[2-(ethylamino)propyl]-1,2,3,4-tetrahydro-8,9-dimethoxy-5H-[1]benzopyrano[3,4-c]pyridin-5-one dihydrochloride), C(C)(=O)[O-].[Na+] (sodium acetate). Product: C(CCC)N(C(CN1CC2=C(CC1)C1=C(OC2=O)C=C(C(=C1)OC)OC)C)CC (3-[2-(Butylethylamino)propyl]-1,2,3,4-tetrahydro-8,9-dimethoxy-5H-[1]benzopyrano[3,4-c]pyridin-5-one), base. RXN SMILES: Cl.Cl.[CH2:3]([NH:5][CH:6]([CH3:27])[CH2:7][N:8]1[CH2:13][CH2:12][C:11]2[C:14]3[CH:22]=[C:21]([O:23][CH3:24])[C:20]([O:25][CH3:26])=[CH:19][C:15]=3[O:16][C:17](=[O:18])[C:10]=2[CH2:9]1)[CH3:4].[C:28]([O-])(=O)[CH3:29].[Na+].[BH4-].[Na+].[C:35](O)(=O)[CH2:36]CC>>[CH2:3]([N:5]([CH2:28][CH3:29])[CH:6]([CH3:27])[CH2:7][N:8]1[CH2:13][CH2:12][C:11]2[C:14]3[CH:22]=[C:21]([O:23][CH3:24])[C:20]([O:25][CH3:26])=[CH:19][C:15]=3[O:16][C:17](=[O:18])[C:10]=2[CH2:9]1)[CH2:4][CH2:35][CH3:36] |f:0.1.2,3.4,5.6|. Procedure: Prepared by the method described in Example 73 from 3-[2-(ethylamino)propyl]-1,2,3,4-tetrahydro-8,9-dimethoxy-5H-[1]benzopyrano[3,4-c]pyridin-5-one dihydrochloride (6.7 g, 0.016 moles), sodium acetate (5.2 g, 0.063 moles), sodium borohydride (3.3 g, 0.087 moles), and n-butyric acid (28.9 g, 0.33 moles) instead of acetic acid. Several recrystallizations from diisopropyl ether yielded the final product as the free base (3.0 g), mp 108°-111° C.